This data is from the Open Reaction Database (ORD), a public repository of structured organic reaction records. The task is: describe an organic reaction: reactants, conditions, products, and yield The reactants are Cl (hydrogen chloride), C1(=CC=CC=C1)C12CCC(CC1)(CC2)CC(=O)O ((4-Phenylbicyclo[2.2.2]oct-1-yl)acetic acid), CO (methanol), CO (methanol). Reaction conditions: time 4 hour. Product: C1(=CC=CC=C1)C12CCC(CC1)(CC2)CC(=O)OC (Methyl (4-phenylbicyclo[2.2.2]oct-1-yl)acetate). As a reaction SMILES: Cl.[C:2]1([C:8]23[CH2:15][CH2:14][C:11]([CH2:16][C:17]([OH:19])=[O:18])([CH2:12][CH2:13]2)[CH2:10][CH2:9]3)[CH:7]=[CH:6][CH:5]=[CH:4][CH:3]=1.[CH3:20]O>>[C:2]1([C:8]23[CH2:9][CH2:10][C:11]([CH2:16][C:17]([O:19][CH3:20])=[O:18])([CH2:14][CH2:15]2)[CH2:12][CH2:13]3)[CH:3]=[CH:4][CH:5]=[CH:6][CH:7]=1. Procedure: A freshly prepared solution of hydrogen chloride in methanol (˜3 M; ˜2 mL, ˜6 mmol) was added to a solution of (4-Phenylbicyclo[2.2.2]oct-1-yl)acetic acid (0.3 g) in methanol (3 mL) under a calcium chloride guard tube and the mixture stirred for 4 h. The solvent was evaporated to leave the title compound as an off white solid (0.25 g; 78%). The reactants are C(C)(C)(C)C1=C(C(=O)O)C=CC(=C1CN(C)C(C(CC(C)C)O)=O)N (t-butyl-4-amino-3-[(2-hydroxy-4,N-dimethylpentanoylamino)methyl]benzoic acid), C(=O)(C(F)(F)F)O (TFA). Run in C(Cl)Cl (CH2Cl2). Conditions: time 12 hour. The product is FC(C(=O)O)(F)F.NC1=C(C=C(C(=O)O)C=C1)CN(C)C(C(CC(C)C)O)=O (4-Amino-3-[(2-hydroxy-4,N-dimethylpentanoylamino)methyl]benzoic acid trifluoroacetate). As a reaction SMILES: C([C:5]1[C:13]([CH2:14][N:15]([C:17](=[O:24])[CH:18]([OH:23])[CH2:19][CH:20]([CH3:22])[CH3:21])[CH3:16])=[C:12]([NH2:25])[CH:11]=[CH:10][C:6]=1[C:7]([OH:9])=[O:8])(C)(C)C.[C:26]([OH:32])([C:28]([F:31])([F:30])[F:29])=[O:27]>C(Cl)Cl>[F:29][C:28]([F:31])([F:30])[C:26]([OH:32])=[O:27].[NH2:25][C:12]1[CH:11]=[CH:10][C:6]([C:7]([OH:9])=[O:8])=[CH:5][C:13]=1[CH2:14][N:15]([C:17](=[O:24])[CH:18]([OH:23])[CH2:19][CH:20]([CH3:22])[CH3:21])[CH3:16] |f:3.4|. Procedure details: To a stirred solution of t-butyl-4-amino-3-[(2-hydroxy-4,N-dimethylpentanoylamino)methyl]benzoic acid (3.50 g, 10.0 mmole) in CH2Cl2 (20 mL) at RT was added TFA (20 mL). After 12 hr, the reaction contents were evaporated, washed with hexanes and dried under high vacuum overnight affording the title compound as an orange oil (4.42 g, 10.8 mmol). This product was used without further purification: MS (ES) m/de 295 (M+H-TFA)+. Reactants: C(C1=CC=CC=C1)N(CC1=CC=CC=C1)[C@@H](C=O)C ((R)-2-(N,N-Dibenzylamino)-propionaldehyde), BrCCCCCCCCCCCCCCC (1-bromopentadecane). Product: C(C1=CC=CC=C1)N(CC1=CC=CC=C1)[C@H](C)[C@H](CCCCCCCCCCCCCCC)O ((2R,3S)-2-(N,N-Dibenzylamino)-3-octadecanol), oil. The yield is 52.0%. Reaction SMILES: [CH2:1]([N:8]([C@H:16]([CH3:19])[CH:17]=[O:18])[CH2:9][C:10]1[CH:15]=[CH:14][CH:13]=[CH:12][CH:11]=1)[C:2]1[CH:7]=[CH:6][CH:5]=[CH:4][CH:3]=1.Br[CH2:21][CH2:22][CH2:23][CH2:24][CH2:25][CH2:26][CH2:27][CH2:28][CH2:29][CH2:30][CH2:31][CH2:32][CH2:33][CH2:34][CH3:35]>>[CH2:9]([N:8]([C@@H:16]([C@@H:17]([OH:18])[CH2:35][CH2:34][CH2:33][CH2:32][CH2:31][CH2:30][CH2:29][CH2:28][CH2:27][CH2:26][CH2:25][CH2:24][CH2:23][CH2:22][CH3:21])[CH3:19])[CH2:1][C:2]1[CH:7]=[CH:6][CH:5]=[CH:4][CH:3]=1)[C:10]1[CH:15]=[CH:14][CH:13]=[CH:12][CH:11]=1. Procedure: According to the method of Example 26, from aldehyde 26 (445 mg, 1.76 mmol) and 1-bromopentadecane (1.28 g, 4.39 mmol), alcohol 80 was obtained as a colorless oil (422 mg, 52% yield). Reactants: CC1=CC=CC(=N1)C=O (6-methylpyridine-2-carbaldehyde), CC=1C=CC(=CC1)S(=O)(=O)O.O (TsOH.H2O). The solvent is C(CO)O (ethylene glycol). Reaction conditions: temperature 200 celsius. The product is O1C(OCC1)C1=NC(=CC=C1)C (2-(1,3-dioxolan-2-yl)-6-methylpyridine). Isolated yield 73.3%. RXN SMILES: [CH3:1][C:2]1[N:7]=[C:6]([CH:8]=[O:9])[CH:5]=[CH:4][CH:3]=1.CC1C=CC(S(O)(=O)=O)=[CH:15][CH:16]=1.[OH2:21]>C(O)CO>[O:9]1[CH2:16][CH2:15][O:21][CH:8]1[C:6]1[CH:5]=[CH:4][CH:3]=[C:2]([CH3:1])[N:7]=1 |f:1.2|. Procedure: To a solution of 6-methylpyridine-2-carbaldehyde (3.7 g, 30.54 mmol, 1 eq.) in 10 ml of ethylene glycol was added TsOH.H2O (6.67 g, 32.07 mmol, 1.05 eq.). The reaction was heated in microwave at 200° C. for 180 s (fixed hold absorb high). The mixture was added to a stirred solution of 10 g of K2CO3 in 200 ml of water, and was extracted with DCM (3×150 ml). The combined organics were washed with water evaporated on RFE (water bath 25° C.) to give 2-(1,3-dioxolan-2-yl)-6-methylpyridine (3.7 g, 51%... The reactants are CC(=O)O, C=CC(=O)OC, CC(=O)[CH-]C(C)=O, CC(=O)O, O, [Pd+2], [Pd], c1ccccc1. The product is COC(=O)C=Cc1ccccc1. RXN SMILES: [C:18]([OH:19])(=[O:20])[CH3:21].[C:7]([CH:8]=[CH2:9])(=[O:10])[O:11][CH3:12].[CH-:24]([C:25](=[O:26])[CH3:27])[C:28](=[O:29])[CH3:30].[CH3:13][C:14](=[O:15])[OH:16].[OH2:17].[Pd+2:23].[Pd:22].[cH:1]1[cH:2][cH:3][cH:4][cH:5][cH:6]1>>[c:1]1([CH:9]=[CH:8][C:7](=[O:10])[O:11][CH3:12])[cH:2][cH:3][cH:4][cH:5][cH:6]1. Reactants: [BH4-], C1CCOC1, CO, CC1Cc2c(cccc2-c2cnc3ccccc3c2)C1=O, Cl, [Na+]. Yields the product CC1=Cc2cccc(-c3cnc4ccccc4c3)c2C1. As a reaction SMILES: [BH4-:1].[CH2:25]1[O:26][CH2:27][CH2:28][CH2:29]1.[CH3:30][OH:31].[CH3:3][CH:4]1[C:5](=[O:23])[c:6]2[cH:7][cH:8][cH:9][c:10](-[c:13]3[cH:14][n:15][c:16]4[cH:17][cH:18][cH:19][cH:20][c:21]4[cH:22]3)[c:11]2[CH2:12]1.[ClH:24].[Na+:2]>>[CH3:3][C:4]1=[CH:5][c:6]2[cH:7][cH:8][cH:9][c:10](-[c:13]3[cH:14][n:15][c:16]4[cH:17][cH:18][cH:19][cH:20][c:21]4[cH:22]3)[c:11]2[CH2:12]1. Reactants: C(#N)C(C)(C)C1=CC=C(C(=O)NC2=CC=C(C=C2)OC)C=C1 (4-(1-Cyano-1-methylethyl)-N-(4-methoxyphenyl)-benzamide), N (ammonia). Reagents/catalysts: [Rh] (rhodium). The product is NCC(C)(C)C1=CC=C(C(=O)NC2=CC=C(C=C2)OC)C=C1 (4-(2-Amino-1,1-dimethylethyl)-N-(4-methoxyphenyl)-benzamide). Reaction SMILES: [C:1]([C:3]([C:6]1[CH:22]=[CH:21][C:9]([C:10]([NH:12][C:13]2[CH:18]=[CH:17][C:16]([O:19][CH3:20])=[CH:15][CH:14]=2)=[O:11])=[CH:8][CH:7]=1)([CH3:5])[CH3:4])#[N:2].N>[Rh]>[NH2:2][CH2:1][C:3]([C:6]1[CH:22]=[CH:21][C:9]([C:10]([NH:12][C:13]2[CH:14]=[CH:15][C:16]([O:19][CH3:20])=[CH:17][CH:18]=2)=[O:11])=[CH:8][CH:7]=1)([CH3:4])[CH3:5]. Reported procedure: 2 g. 4-(1-Cyano-1-methylethyl)-N-(4-methoxyphenyl)-benzamide (Example 22) in 100 ml. 10% ethanolic ammonia solution are hydrogenated in the presence of 1 g. 5% rhodium on aluminium oxide for 24 hours at 5 bar. The reaction mixture is filtered with suction, the filtrate is evaporated to dryness and the residue is recrystallised from ethanol. There is obtained 0.68 g. (34% of theory) of the title compound in the form of colourless crystals; m.p. 139°-140° C. Starting materials: Nc1ccc2ncnc(Nc3cccc(Br)c3)c2c1, CC=CC(=O)Cl, c1ccncc1. Yields the product CC=CC(=O)Nc1ccc2ncnc(Nc3cccc(Br)c3)c2c1. Reaction SMILES: [Br:1][c:2]1[cH:3][c:4]([NH:8][c:9]2[n:10][cH:11][n:12][c:13]3[cH:14][cH:15][c:16]([NH2:19])[cH:17][c:18]23)[cH:5][cH:6][cH:7]1.[C:20]([CH:21]=[CH:22][CH3:23])(=[O:24])[Cl:25].[cH:26]1[cH:27][cH:28][n:29][cH:30][cH:31]1>>[Br:1][c:2]1[cH:3][c:4]([NH:8][c:9]2[n:10][cH:11][n:12][c:13]3[cH:14][cH:15][c:16]([NH:19][C:20]([CH:21]=[CH:22][CH3:23])=[O:24])[cH:17][c:18]23)[cH:5][cH:6][cH:7]1.